The task is: describe an organic reaction: reactants, conditions, products, and yield. This data is from the Open Reaction Database (ORD), a public repository of structured organic reaction records. The reactants are C(=O)(OC)[C@@H]1[C@]2(C)[C@@H](CC1)[C@@H]1CN(C3=CC(CC[C@]3(C)[C@H]1CC2)=O)C(=O)OC(C)(C)C (17β-carbomethoxy-6-t-butoxycarbonyl-6-azaandrost-4-en-3-one), [H-].C(C(C)C)[Al+]CC(C)C (diisobutylaluminum hydride). The solvent is C(Cl)Cl (methylene chloride). The product is OCC1[C@]2(C)[C@@H](CC1)[C@@H]1CN(C3=CC(CC[C@]3(C)[C@H]1CC2)O)C(=O)OC(C)(C)C (17hydroxymethyl-3-hydroxy-6-t-butoxycarbonyl-6-azaandrost-4-ene). As a reaction SMILES: [C:1]([C@H:5]1[CH2:10][CH2:9][C@H:8]2[C@H:11]3[C@H:21]([CH2:22][CH2:23][C@:6]12[CH3:7])[C@:19]1([CH3:20])[C:14](=[CH:15][C:16](=[O:24])[CH2:17][CH2:18]1)[N:13]([C:25]([O:27][C:28]([CH3:31])([CH3:30])[CH3:29])=[O:26])[CH2:12]3)(OC)=[O:2].[H-].C([Al+]CC(C)C)C(C)C>C(Cl)Cl>[OH:2][CH2:1][CH:5]1[CH2:10][CH2:9][C@H:8]2[C@H:11]3[C@H:21]([CH2:22][CH2:23][C@:6]12[CH3:7])[C@:19]1([CH3:20])[C:14](=[CH:15][CH:16]([OH:24])[CH2:17][CH2:18]1)[N:13]([C:25]([O:27][C:28]([CH3:31])([CH3:30])[CH3:29])=[O:26])[CH2:12]3 |f:1.2|. Procedure details: A solution of 17β-carbomethoxy-6-t-butoxycarbonyl-6-azaandrost-4-en-3-one (2.30 g, 5.33 mmol), example 1, part E, in methylene chloride (70 mL) at -78° C. is treated with diisobutylaluminum hydride (1.5M in toluene, 15 mL, 22.5 mmol). After 20 minutes the reaction is quenched with methanol (4 mL), methylene chloride added (150 mL), washed with 2N NaOH and water, dried over MgSO4 and concentrated to give crude 17hydroxymethyl-3-hydroxy-6-t-butoxycarbonyl-6-azaandrost-4-ene of sufficient purity to... The reactants are COC(C1=C(C(=CC=C1)N)OCOCCOC)=O (3-amino-2-((2-methoxyethoxy)methoxy)benzoic acid methyl ester), ClC1=NC=C(C=C1)OC (2-chloro-5-methoxypyridine), C1(=CC=CC=C1)P(C1=C(C2=CC=CC=C2C=C1)C1=C(C=CC2=CC=CC=C12)P(C1=CC=CC=C1)C1=CC=CC=C1)C1=CC=CC=C1 (2,2′-bis(diphenylphosphino)-1,1′-binaphthyl), C(=O)([O-])[O-].[Cs+].[Cs+] (Cs2CO3). Reagents/catalysts: CC(=O)[O-].CC(=O)[O-].[Pd+2] (Pd(OAc)2). Run in O1CCOCC1 (1,4-dioxane). Reaction conditions: temperature 90 celsius, time 12 hour. Product: COCCOCOC1=C(C(=O)OC)C=CC=C1NC1=NC=C(C=C1)OC (methyl 2-[(2-methoxyethoxy)methoxy]-3-(5-methoxypyridin-2-ylamino)benzoate). Isolated yield 67.6%. Reaction SMILES: [CH3:1][O:2][C:3](=[O:18])[C:4]1[CH:9]=[CH:8][CH:7]=[C:6]([NH2:10])[C:5]=1[O:11][CH2:12][O:13][CH2:14][CH2:15][O:16][CH3:17].Cl[C:20]1[CH:25]=[CH:24][C:23]([O:26][CH3:27])=[CH:22][N:21]=1.C1(P(C2C=CC=CC=2)C2C=CC3C(=CC=CC=3)C=2C2C3C(=CC=CC=3)C=CC=2P(C2C=CC=CC=2)C2C=CC=CC=2)C=CC=CC=1.C([O-])([O-])=O.[Cs+].[Cs+]>O1CCOCC1.CC([O-])=O.CC([O-])=O.[Pd+2]>[CH3:17][O:16][CH2:15][CH2:14][O:13][CH2:12][O:11][C:5]1[C:6]([NH:10][C:20]2[CH:25]=[CH:24][C:23]([O:26][CH3:27])=[CH:22][N:21]=2)=[CH:7][CH:8]=[CH:9][C:4]=1[C:3]([O:2][CH3:1])=[O:18] |f:3.4.5,7.8.9|. Procedure: To a solution of 3-amino-2-((2-methoxyethoxy)methoxy)benzoic acid methyl ester 1.25 g (4.9 mmol) of step 2 in 1,4-dioxane 10 mL were added 2-chloro-5-methoxypyridine 0.70 g (4.9 mmol), Pd(OAc)2 0.11 g (0.49 mmol), 2,2′-bis(diphenylphosphino)-1,1′-binaphthyl 0.31 g (0.49 mmol) and Cs2CO3 3.85 g (9.8 mmol), followed by stirring at 90° C. for 12 hrs. The reaction mixture was cooled to room temperature, concentrated under reduced pressure, diluted with ethylacetate, and washed with a saturated sodiu... The reactants are C(C)O (ethanol), [OH-].[K+] (potassium hydroxide), O (water), ON=C(C#N)C1=C(C=CC=C1)OC1=CC=CC=C1 (α-hydroxyimino-2-phenoxyphenylacetonitrile), Cl (hydrochloric acid). The solvent is C(Cl)Cl (methylene chloride). Yields the product O\N=C(\C(=O)O)/C1=C(C=CC=C1)OC1=CC=CC=C1 (E-α-hydroxyimino-2-phenoxyphenylacetic acid). The yield is 60.9%. Reaction SMILES: [OH:1][N:2]=[C:3]([C:6]1[CH:11]=[CH:10][CH:9]=[CH:8][C:7]=1[O:12][C:13]1[CH:18]=[CH:17][CH:16]=[CH:15][CH:14]=1)[C:4]#N.C(O)C.[OH-:22].[K+].Cl.[OH2:25]>C(Cl)Cl>[OH:1]/[N:2]=[C:3](\[C:6]1[CH:11]=[CH:10][CH:9]=[CH:8][C:7]=1[O:12][C:13]1[CH:18]=[CH:17][CH:16]=[CH:15][CH:14]=1)/[C:4]([OH:25])=[O:22] |f:2.3|. Reported procedure: To α-hydroxyimino-2-phenoxyphenylacetonitrile (a mixture of E- and Z-isomers) (0.71 g, 0,003 mole) were added ethanol (3 ml), potassium hydroxide (0.40 g, 0.0072 mole) and water (3 ml). After completion of the reaction, methylene chloride (10 ml) and 10% hydrochloric acid were added to the reaction mixture, and the crystals of α-hydroxyimino-2-phenoxyphenylacetic acid precipitated were filtered off to obtain colorless crystals (0.47 g, yield: 60.9 %). Starting materials: [Al+3], [Al+3], C1CCOC1, CCOCC, [Cl-], [Cl-], [Cl-], [H-], [H-], [H-], [H-], CNC(=O)c1ccccc1I, [Li+], [Mg+2], [Na+], O=S(=O)([O-])[O-], [OH-], O. Product: CNCc1ccccc1I. As a reaction SMILES: [Al+3:2].[Al+3:8].[CH2:35]1[O:36][CH2:37][CH2:38][CH2:39]1.[CH3:30][CH2:31][O:32][CH2:33][CH3:34].[Cl-:10].[Cl-:7].[Cl-:9].[H-:1].[H-:4].[H-:5].[H-:6].[I:11][c:12]1[c:13]([C:14](=[O:15])[NH:16][CH3:17])[cH:18][cH:19][cH:20][cH:21]1.[Li+:3].[Mg+2:24].[Na+:23].[O-:25][S:26]([O-:27])(=[O:28])=[O:29].[OH-:22].[OH2:40]>>[I:11][c:12]1[c:13]([CH2:14][NH:16][CH3:17])[cH:18][cH:19][cH:20][cH:21]1. The reactants are CC(C)(C)OC(=O)N1CCC2(CCC(OS(C)(=O)=O)CC2)CC1, [H-], [Na+], CN(C)C=O, O, c1c[nH]cn1. Yields the product CC(C)(C)OC(=O)N1CCC2(CCC(n3ccnc3)CC2)CC1. RXN SMILES: [CH3:8][S:9]([O:10][CH:13]1[CH2:14][CH2:15][C:16]2([CH2:17][CH2:18][N:19]([C:22](=[O:23])[O:24][C:25]([CH3:26])([CH3:27])[CH3:28])[CH2:20][CH2:21]2)[CH2:29][CH2:30]1)(=[O:11])=[O:12].[H-:7].[Na+:6].[O:31]=[CH:32][N:33]([CH3:34])[CH3:35].[OH2:36].[nH:1]1[cH:2][n:3][cH:4][cH:5]1>>[n:1]1([CH:13]2[CH2:14][CH2:15][C:16]3([CH2:17][CH2:18][N:19]([C:22](=[O:23])[O:24][C:25]([CH3:26])([CH3:27])[CH3:28])[CH2:20][CH2:21]3)[CH2:29][CH2:30]2)[cH:2][n:3][cH:4][cH:5]1. Reactants: O=C([O-])[O-], CCOCC, CC(CNS(C)(=O)=O)c1ccc(Br)cc1, Cc1ccccc1, CCOC(C)=O, OB(O)c1ccc(F)cc1, [K+], [K+]. The product is CC(CNS(C)(=O)=O)c1ccc(-c2ccc(F)cc2)cc1. Reaction SMILES: [C:16](=[O:17])([O-:18])[O-:19].[CH2:45]([O:46][CH2:47][CH3:48])[CH3:49].[CH3:1][S:2](=[O:3])(=[O:4])[NH:5][CH2:6][CH:7]([CH3:8])[c:9]1[cH:10][cH:11][c:12]([Br:15])[cH:13][cH:14]1.[CH3:32][c:33]1[cH:34][cH:35][cH:36][cH:37][cH:38]1.[CH3:39][CH2:40][O:41][C:42](=[O:43])[CH3:44].[F:22][c:23]1[cH:24][cH:25][c:26]([B:29]([OH:30])[OH:31])[cH:27][cH:28]1.[K+:20].[K+:21]>>[CH3:1][S:2](=[O:3])(=[O:4])[NH:5][CH2:6][CH:7]([CH3:8])[c:9]1[cH:10][cH:11][c:12](-[c:26]2[cH:25][cH:24][c:23]([F:22])[cH:28][cH:27]2)[cH:13][cH:14]1. The reactants are CCOC(C)=O, C=CCC(C)(OCC1CCCC(O)C1)C(=O)OC(C)(C)C. The product is CCCC(C)(OCC1CCCC(O)C1)C(=O)OC(C)(C)C. As a reaction SMILES: [CH3:22][CH2:23][O:24][C:25](=[O:26])[CH3:27].[OH:1][CH:2]1[CH2:3][CH:4]([CH2:8][O:9][C:10]([C:11](=[O:12])[O:13][C:14]([CH3:15])([CH3:16])[CH3:17])([CH2:18][CH:19]=[CH2:20])[CH3:21])[CH2:5][CH2:6][CH2:7]1>>[OH:1][CH:2]1[CH2:3][CH:4]([CH2:8][O:9][C:10]([C:11](=[O:12])[O:13][C:14]([CH3:15])([CH3:16])[CH3:17])([CH2:18][CH2:19][CH3:20])[CH3:21])[CH2:5][CH2:6][CH2:7]1.